This data is from the Open Reaction Database (ORD), a public repository of structured organic reaction records. The task is: describe an organic reaction: reactants, conditions, products, and yield The reactants are C(C)(C)(C)OC(=O)N1[C@H](COCC1)C(=O)O ((R)-morpholine-3,4-dicarboxylic acid-4-tert-butyl ester), S(=O)(Cl)Cl (thionyl chloride), CO (MeOH). Product: N1[C@H](COCC1)C(=O)OC (Methyl (3R)-morpholine-3-carboxylate). Reaction SMILES: C(OC([N:8]1[CH2:13][CH2:12][O:11][CH2:10][C@@H:9]1[C:14]([OH:16])=[O:15])=O)(C)(C)C.S(Cl)(Cl)=O.[CH3:21]O>>[NH:8]1[CH2:13][CH2:12][O:11][CH2:10][C@@H:9]1[C:14]([O:16][CH3:21])=[O:15]. Procedure: To a solution of (R)-morpholine-3,4-dicarboxylic acid-4-tert-butyl ester (5.00 g, 21.6 mmol) in MeOH (54 mL) was added thionyl chloride (3.16 mL, 43.2 mmol) dropwise, and the resulting mixture was heated at reflux for 16 h. The solution was cooled to ambient temperature and concentrated in vacuo. The residue was made basic with saturated aqueous NaHCO3 and extracted with CH2Cl2 (3×). The combined organic extracts were dried over Na2SO4, filtered, and concentrated in vacuo to yield the title comp...